Dataset: the Open Reaction Database (ORD), a public repository of structured organic reaction records. Task: describe an organic reaction: reactants, conditions, products, and yield The product is Cl.N1CC(CCC1)CCCN1CCC(CC1)C1=NOC2=CC=CC=C12 (3-(1-(3-Piperidylpropyl)-4-piperidyl)-2-aza-1-oxaindene Hydrochloride). Reaction SMILES: [O:1]1[C:5]2[CH:6]=[CH:7][CH:8]=[CH:9][C:4]=2[C:3]([CH:10]2[CH2:15][CH2:14][NH:13][CH2:12][CH2:11]2)=[N:2]1.Cl.[Cl:17]CCCN1CCCCC1.Cl.ClCCC[N:32]1[CH2:37][CH2:36][CH2:35][CH:34]([C:38]2C=CC(OC)=[CH:40][CH:39]=2)[CH2:33]1>>[ClH:17].[NH:32]1[CH2:37][CH2:36][CH2:35][CH:34]([CH2:38][CH2:39][CH2:40][N:13]2[CH2:14][CH2:15][CH:10]([C:3]3[C:4]4[C:5](=[CH:6][CH:7]=[CH:8][CH:9]=4)[O:1][N:2]=3)[CH2:11][CH2:12]2)[CH2:33]1 |f:1.2,3.4,5.6|. Reported procedure: Using 4-(3-benzisoxazolyl)piperidine (191 mg, 0.80 mmol) and 1-(3-chloropropyl)piperidine hydrochloride (222 mg, 1.1 mmol) instead of 4-(3-indolyl)piperidine and 1-(3-chloropropyl)-3-(4-methoxyphenyl)piperidine hydrochloride respectively, reaction and concentration were carried out in the same procedure as Example 2. The resulting crude product was purified by column chromatography on a silica gel (silica gel NH-DM 1020 produced by Fuji Silysia Chemical Ltd., eluent; hexane:ethyl acetate=3:1) to... Reactants: O1N=C(C2=C1C=CC=C2)C2CCNCC2 (4-(3-benzisoxazolyl)piperidine), Cl.ClCCCN1CCCCC1 (1-(3-chloropropyl)piperidine hydrochloride), Cl.ClCCCN1CC(CCC1)C1=CC=C(C=C1)OC (1-(3-chloropropyl)-3-(4-methoxyphenyl)piperidine hydrochloride). Starting materials: Clc1csc(Br)c1, O=C([O-])[O-], ClCCl, N#N, [Na+], [Na+], CC(=O)[O-], CC(=O)[O-], [Pd+2], c1ccc(P(c2ccccc2)c2ccccc2)cc1, OB(O)c1cccnc1. The product is Clc1csc(-c2cccnc2)c1. RXN SMILES: [Br:1][c:2]1[s:3][cH:4][c:5]([Cl:7])[cH:6]1.[C:17](=[O:18])([O-:19])[O-:20].[Cl:44][CH2:45][Cl:46].[N:23]#[N:24].[Na+:21].[Na+:22].[O-:48][C:49]([CH3:50])=[O:51].[O-:52][C:53]([CH3:54])=[O:55].[Pd+2:47].[c:25]1([P:26]([c:27]2[cH:28][cH:29][cH:30][cH:31][cH:32]2)[c:33]2[cH:34][cH:35][cH:36][cH:37][cH:38]2)[cH:39][cH:40][cH:41][cH:42][cH:43]1.[n:8]1[cH:9][c:10]([B:14]([OH:15])[OH:16])[cH:11][cH:12][cH:13]1>>[c:2]1(-[c:10]2[cH:9][n:8][cH:13][cH:12][cH:11]2)[s:3][cH:4][c:5]([Cl:7])[cH:6]1. The reactants are [N+](=O)([O-])C1=C(C=CC=2C(C3=CC=CC=C3C(C12)=O)=O)C(=O)O (1-nitroanthraquinone-2-carboxylic acid), Cl (hydrochloric acid), Cl.NO (hydroxylamine hydrochloride), [OH-].[Na+] (sodium hydroxide). Solvent: O (water), C(C)O (ethanol). The product is NC1=C(C=C(C=2C(C3=CC=CC=C3C(C12)=O)=O)N)C(=O)O (1,4-diaminoanthraquinone-2-carboxylic acid). Reaction SMILES: [N+:1]([C:4]1[C:17]2[C:16](=[O:18])[C:15]3[C:10](=[CH:11][CH:12]=[CH:13][CH:14]=3)[C:9](=[O:19])[C:8]=2[CH:7]=[CH:6][C:5]=1[C:20]([OH:22])=[O:21])([O-])=O.Cl.[NH2:24]O.[OH-].[Na+].Cl>O.C(O)C>[NH2:1][C:4]1[C:17]2[C:16](=[O:18])[C:15]3[C:10](=[CH:11][CH:12]=[CH:13][CH:14]=3)[C:9](=[O:19])[C:8]=2[C:7]([NH2:24])=[CH:6][C:5]=1[C:20]([OH:22])=[O:21] |f:1.2,3.4|. Procedure details: 10 parts of 1-nitroanthraquinone-2-carboxylic acid and 10 parts of hydroxylamine hydrochloride are suspended at room temperature in 60 parts of ethanol and 100 parts of 4 N sodium hydroxide. The mixture is refluxed for 3 hours, then cooled to room temperature, diluted with water and acidified with hydrochloric acid. The mixture is filtered and the filter cake is washed neutral with water and dried, affording 7.5 parts of 1,4-diaminoanthraquinone-2-carboxylic acid. Recrystallisation from alcohol ...